Task: describe an organic reaction: reactants, conditions, products, and yield. Dataset: the Open Reaction Database (ORD), a public repository of structured organic reaction records Reactants: COC(C[C@@H](CC1=C(C=C(C(=C1)F)F)F)NC(=O)OC(C)(C)C)=O ((R)-Methyl-3-[N-(tert-butoxycarbonyl)amino]-4-(2,4,5-trifluorophenyl)butanoate), C(=O)(O)[O-].[Na+] (NaHCO3), O[Li].O (LiOH.H2O). The solvent is C1CCOC1 (THF), O (water). Conditions: time 16 hour. The product is C(C)(C)(C)OC(=O)N[C@@H](CC(=O)O)CC1=C(C=C(C(=C1)F)F)F ((R)-3-[N-(tert-butoxycarbonyl)amino]-4-(2,4,5-trifluorophenyl)butanoic acid). Isolated yield 95.1%. Reaction SMILES: C[O:2][C:3](=[O:24])[CH2:4][C@H:5]([NH:16][C:17]([O:19][C:20]([CH3:23])([CH3:22])[CH3:21])=[O:18])[CH2:6][C:7]1[CH:12]=[C:11]([F:13])[C:10]([F:14])=[CH:9][C:8]=1[F:15].O[Li].O.C([O-])(O)=O.[Na+]>C1COCC1.O>[C:20]([O:19][C:17]([NH:16][C@H:5]([CH2:6][C:7]1[CH:12]=[C:11]([F:13])[C:10]([F:14])=[CH:9][C:8]=1[F:15])[CH2:4][C:3]([OH:24])=[O:2])=[O:18])([CH3:23])([CH3:21])[CH3:22] |f:1.2,3.4|. Procedure details: To a solution of (R)-Methyl-3-[N-(tert-butoxycarbonyl)amino]-4-(2,4,5-tri-fluorophenyl)butanoate of Example 4 (1.28 g, 3.69 mmol) in 15 mL THF and 15 mL water was added 3 equiv. LiOH.H2O. The reaction mixture was stirred for 16 h. 10 ml saturated NaHCO3 was added. THF was evaporated and the aq solution was acidified to pH 2-3 with NaHSO4, then extracted by ethyl acetate (3×15 mL). The combined organic phase was washed with brine and dried over Na2SO4. Concentration in vacuo afforded 1.17 g of wh... Starting materials: CC1([C@@H](N2[C@H](S1)[C@@H](C2=O)NC(=O)CC=3C=CC=CC3)C(=O)O)C.[K] (penicillin-G potassium), CN(C1=CC=CC=C1)C (N,N-dimethylaniline), CP(=O)(CCCCCCCC)Cl (methyl-n-octylphosphinic acid chloride), P(Cl)(Cl)(Cl)(Cl)Cl (phosphorus pentachloride), CN(C1=CC=CC=C1)C (N,N-dimethylaniline), N=O (iminoether). The solvent is C(Cl)Cl (methylene chloride), C(CCC)O (n-butanol). Run at temperature -25 celsius. Product: CC1([C@@H](N2[C@H](S1)[C@@H](C2=O)N)C(=O)O)C (6-aminopenicillanic acid). Reaction SMILES: [CH3:1][C:2]1([CH3:23])[S:6][C@@H:5]2[C@H:7]([NH:10]C(CC3C=CC=CC=3)=O)[C:8](=[O:9])[N:4]2[C@H:3]1[C:20]([OH:22])=[O:21].[K].CN(C)C1C=CC=CC=1.CP(Cl)(CCCCCCCC)=O.P(Cl)(Cl)(Cl)(Cl)Cl.N=O>C(Cl)Cl.C(O)CCC>[CH3:1][C:2]1([CH3:23])[S:6][C@@H:5]2[C@H:7]([NH2:10])[C:8](=[O:9])[N:4]2[C@H:3]1[C:20]([OH:22])=[O:21] |f:0.1,^1:23|. Procedure: To a suspension of 14.9 g of penicillin-G-potassium (= 40 mmols) in 60 ml of absolute methylene chloride 10 ml of N,N-dimethylaniline and 8.42 g (= 40 mmols) of methyl-n-octylphosphinic acid chloride were added successively while stirring. After an hour at 0°C the reaction mixture was cooled to -25°C and 9.0 g (= 43 mmols) of phosphorus pentachloride were introduced. After an hour at -25°C, 60 ml of n-butanol and 2 ml of N,N-dimethylaniline were introduced and by after-stirring for an hour at -2... RXN SMILES: [CH2:1]([CH3:2])[O:3][CH:4]([CH2:5][CH2:6][CH:7]([C:8]#[N:9])[c:10]1[cH:11][c:12]([O:18][CH3:19])[c:13]([O:16][CH3:17])[cH:14][cH:15]1)[O:20][CH2:21][CH3:22].[Cl:23][CH:24]([CH3:25])[CH3:26].[H-:32].[I:27][CH:28]([CH3:29])[CH3:30].[Na+:31].[O:33]=[CH:34][N:35]([CH3:36])[CH3:37].[OH2:38]>>[CH2:1]([CH3:2])[O:3][CH:4]([CH2:5][CH2:6][C:7]([C:8]#[N:9])([c:10]1[cH:11][c:12]([O:18][CH3:19])[c:13]([O:16][CH3:17])[cH:14][cH:15]1)[CH:24]([CH3:25])[CH3:26])[O:20][CH2:21][CH3:22]. The product is CCOC(CCC(C#N)(c1ccc(OC)c(OC)c1)C(C)C)OCC. The reactants are CCOC(CCC(C#N)c1ccc(OC)c(OC)c1)OCC, CC(C)Cl, [H-], CC(C)I, [Na+], CN(C)C=O, O. The reactants are ClCC(=O)CC1=CC=CC=C1 (benzyl chloromethyl ketone), NC(=S)N (thiourea). The solvent is C(C)O (ethanol). Product: NC=1SC=C(N1)CC1=CC=CC=C1 (2-Amino-4-benzylthiazole). Isolated yield 30.1%. RXN SMILES: Cl[CH2:2][C:3]([CH2:5][C:6]1[CH:11]=[CH:10][CH:9]=[CH:8][CH:7]=1)=O.[NH2:12][C:13]([NH2:15])=[S:14]>C(O)C>[NH2:15][C:13]1[S:14][CH:2]=[C:3]([CH2:5][C:6]2[CH:11]=[CH:10][CH:9]=[CH:8][CH:7]=2)[N:12]=1. Reported procedure: 5.0 g of benzyl chloromethyl ketone (Example 211a) was dissolved in 20 ml of ethanol and 2.3 g of thiourea was added thereto, followed by heating under reflux for 3 hours. After cooling as it was, the solvent was removed and the residue was subjected to NH-silica gel column chromatography using 50% ethyl acetate/hexane and ethyl acetate as an eluent for separation and purification, to give 1.7 g of the target compound. Starting materials: N,N-dichloro-2-amino-2-methylbutanenitrile, [OH-].[Na+] (caustic soda), [OH-].[Na+] (caustic soda), NC(C#N)(CC)C (2-amino-2-methylbutanenitrile). The reagents and catalysts are CCCCCCCCCCCCCCCC[N+](C)(C)C.[Cl-] (Arquad 16-29). Conditions: temperature 20 celsius. Product: N(=NC(C#N)(CC)C)C(C#N)(CC)C (2,2'-Azobis(2-methylbutanenitrile)). The yield is 173.8%. Reaction SMILES: [OH-].[Na+].[NH2:3][C:4]([CH3:9])([CH2:7][CH3:8])[C:5]#[N:6]>CCCCCCCCCCCCCCCC[N+](C)(C)C.[Cl-]>[N:3]([C:4]([CH3:9])([CH2:7][CH3:8])[C:5]#[N:6])=[N:3][C:4]([CH3:9])([CH2:7][CH3:8])[C:5]#[N:6] |f:0.1,3.4|. Procedure details: The resulting aqueous dispersion of N,N-dichloro-2-amino-2-methylbutanenitrile was adjusted to pH7 by the addition of caustic soda and 3 ml of "Arquad 16-29%" surfactant added. After addition of a further 2.2 equivalents of caustic soda, 16.8 gm of 2-amino-2-methylbutanenitrile were added slowly over 60 minutes whilst maintaining the temperature at 20° C. The resulting suspension was filtered, washed and dried to yield 28.6 gm of the title compound (yield 84.2%). The solvent is O.N (ammonia water). The reactants are C(C)(=O)OC(C)=O (acetic anhydride), C(C)(=O)NC1=NC(=CC=C1)CCC#N (2-Acetylamino-6-(2-cyanoethyl)pyridine), CO (methanol). Conditions: time 28 hour. Reaction SMILES: [C:1]([NH:4][C:5]1[CH:10]=[CH:9][CH:8]=[C:7]([CH2:11][CH2:12][C:13]#[N:14])[N:6]=1)(=[O:3])[CH3:2].[C:15](OC(=O)C)(=[O:17])[CH3:16].CO>O.N>[C:1]([NH:4][C:5]1[CH:10]=[CH:9][CH:8]=[C:7]([CH2:11][CH2:12][CH2:13][NH:14][C:15](=[O:17])[CH3:16])[N:6]=1)(=[O:3])[CH3:2] |f:3.4|. The product is C(C)(=O)NC1=NC(=CC=C1)CCCNC(C)=O (2-acetylamino-6-(3 -acetylaminopropyl)pyridine). Procedure: 2-Acetylamino-6-(2-cyanoethyl)pyridine (11.5 mg, 78 μmol) was dissolved in 25% ammonia water (3.0 ml) and, after purging with nitrogen, palladium black (30 mg) was added thereto. After repurging with nitrogen, the mixture was stirred at room temperature under a hydrogen stream at 9 atmospheres for 28 hours. After nitrogen purging, the palladium black was filtered off and the filtrate was concentrated under reduced pressure. Chloroform (500 μl) was added to the residue and, the mixture was cooled... Reactants: ClC1=CC=C(C=C1)CCC1=C(OCCC2N(CCC2)C)C=CC=C1 (2-(2-{2-[2-(4-chlorophenyl)ethyl]phenoxy}ethyl)-1-methylpyrrolidine). The solvent is O1CCOCC1 (dioxane), solution, Cl (hydrogen chloride), O1CCOCC1 (dioxane). The product is Cl.ClC1=CC=C(C=C1)CCC1=C(OCCC2N(CCC2)C)C=CC=C1 (2-(2-{2-[2-(4-Chlorophenyl)ethyl]phenoxy}ethyl)-1-methylpyrrolidine hydrochloride). Isolated yield 140.6%. RXN SMILES: [Cl:1][C:2]1[CH:7]=[CH:6][C:5]([CH2:8][CH2:9][C:10]2[CH:24]=[CH:23][CH:22]=[CH:21][C:11]=2[O:12][CH2:13][CH2:14][CH:15]2[CH2:19][CH2:18][CH2:17][N:16]2[CH3:20])=[CH:4][CH:3]=1>O1CCOCC1.Cl>[ClH:1].[Cl:1][C:2]1[CH:7]=[CH:6][C:5]([CH2:8][CH2:9][C:10]2[CH:24]=[CH:23][CH:22]=[CH:21][C:11]=2[O:12][CH2:13][CH2:14][CH:15]2[CH2:19][CH2:18][CH2:17][N:16]2[CH3:20])=[CH:4][CH:3]=1 |f:3.4|. Procedure: 0.450 g of 2-(2-{2-[2-(4-chlorophenyl)ethyl]phenoxy}ethyl)-1-methylpyrrolidine [prepared as described in step (a) above] was dissolved in a small amount of dioxane, and 0.36 ml of a 4N solution of hydrogen chloride in dioxane was added to the solution. The mixture was then concentrated by distillation under reduced pressure. The concentrate was dissolved in 15 ml of ethyl acetate and allowed to stand at room temperature. The crystals which precipitated were collected by filtration and dried in v...